Dataset: the Open Reaction Database (ORD), a public repository of structured organic reaction records. Task: describe an organic reaction: reactants, conditions, products, and yield Starting materials: O (water), CC=1C=C(C(=O)C2=C(C(=O)O)C=CC=C2)C=C(C1)C (2-(3,5-dimethylbenzoyl)-benzoic acid), C1(=CC=C(C=C1)S(=O)(=O)O)C (p-toluenesulphonic acid), NCCS (cysteamine). Run in C=1(C(=CC=CC1)C)C (xylene). The product is CC=1C=C(C=C(C1)C)C12N(C(C3=CC=CC=C13)=O)CCS2 (9b-(3,5-dimethylphenyl)2,3-dihydrothiazolo[2,3-a]-isoindol-5(9bH)-one). Yield: 53.0%. As a reaction SMILES: [CH3:1][C:2]1[CH:3]=[C:4]([CH:16]=[C:17]([CH3:19])[CH:18]=1)[C:5]([C:7]1[CH:15]=[CH:14][CH:13]=[CH:12][C:8]=1[C:9]([OH:11])=O)=O.[NH2:20][CH2:21][CH2:22][SH:23].C1(C)C=CC(S(O)(=O)=O)=CC=1.O>C1(C)C(C)=CC=CC=1>[CH3:19][C:17]1[CH:16]=[C:4]([C:5]23[S:23][CH2:22][CH2:21][N:20]2[C:9](=[O:11])[C:8]2[C:7]3=[CH:15][CH:14]=[CH:13][CH:12]=2)[CH:3]=[C:2]([CH3:1])[CH:18]=1. Reported procedure: 10 mmol 2-(3,5-dimethylbenzoyl)-benzoic acid were dissolved in 100 ml of xylene and, after addition of 20 mmol cysteamine, as well as a catalytic amount of p-toluenesulphonic acid, heated for 2 h under reflux on a water separator. The solvent was then removed in a vacuum and the residue recrystallised from ethanol. Yield 53%, m.p. 163° C. Starting materials: C(C=C)NC1=CC(=NC2=CC=C(C=C12)Cl)NCC1=C(C=CC(=C1)F)OC (N4-allyl-6-chloro-N2-(5-fluoro-2-methoxy-benzyl)-quinoline-2,4-diamine), N1=CC(=CC=C1)CN (3-picolylamine). The product is FC=1C=CC(=C(CNC2=NC3=CC=C(C=C3C(=C2)N)NCC=2C=NC=CC2)C1)OC (N2-(5-Fluoro-2-methoxy-benzyl)-N6-pyridin-3-ylmethyl-quinoline-2,4,6-triamine). Reaction SMILES: C([NH:4][C:5]1[C:14]2[C:9](=[CH:10][CH:11]=[C:12](Cl)[CH:13]=2)[N:8]=[C:7]([NH:16][CH2:17][C:18]2[CH:23]=[C:22]([F:24])[CH:21]=[CH:20][C:19]=2[O:25][CH3:26])[CH:6]=1)C=C.[N:27]1[CH:32]=[CH:31][CH:30]=[C:29]([CH2:33][NH2:34])[CH:28]=1>>[F:24][C:22]1[CH:21]=[CH:20][C:19]([O:25][CH3:26])=[C:18]([CH:23]=1)[CH2:17][NH:16][C:7]1[CH:6]=[C:5]([NH2:4])[C:14]2[C:9](=[CH:10][CH:11]=[C:12]([NH:34][CH2:33][C:29]3[CH:28]=[N:27][CH:32]=[CH:31][CH:30]=3)[CH:13]=2)[N:8]=1. Procedure: The title compound, MS: m/e=404.5 (M+H+), was prepared in accordance with the general method of example 44 from N4-allyl-6-chloro-N2-(5-fluoro-2-methoxy-benzyl)-quinoline-2,4-diamine and 3-picolylamine The reactants are C (charcoal), CN(CCCN(C1=C(C=CC=C1)C(=O)C1=CC=CC=C1)C1=NC=CC=C1[N+](=O)[O-])C ([2-[[3-(dimethylamino)propyl](3-nitro-2-pyridinyl)amino]phenyl]phenylmethanone). Reagents/catalysts: [Fe] (iron). Run in C(C)(C)O (isopropyl alcohol), C(C)(=O)O (acetic acid). Run at time 1 hour. The product is CN(CCCN1C2=C(N=C(C3=C1C=CC=C3)C3=CC=CC=C3)C=CC=N2)C (N,N-Dimethyl-6-phenyl-11H-pyrido[2,3-b][1,4]benzodiazepine-11-propanamine). Reaction SMILES: [CH3:1][N:2]([CH3:30])[CH2:3][CH2:4][CH2:5][N:6]([C:21]1[C:26]([N+:27]([O-])=O)=[CH:25][CH:24]=[CH:23][N:22]=1)[C:7]1[CH:12]=[CH:11][CH:10]=[CH:9][C:8]=1[C:13]([C:15]1[CH:20]=[CH:19][CH:18]=[CH:17][CH:16]=1)=O.C>C(O)(=O)C.C(O)(C)C.[Fe]>[CH3:1][N:2]([CH3:30])[CH2:3][CH2:4][CH2:5][N:6]1[C:7]2[CH:12]=[CH:11][CH:10]=[CH:9][C:8]=2[C:13]([C:15]2[CH:20]=[CH:19][CH:18]=[CH:17][CH:16]=2)=[N:27][C:26]2[CH:25]=[CH:24][CH:23]=[N:22][C:21]1=2. Procedure details: To a stirred solution of 3.3 g of crude [2-[[3-(dimethylamino)propyl](3-nitro-2-pyridinyl)amino]phenyl]phenylmethanone obtained in Example (8c) in 20 ml of acetic acid at 65° C. was added portionwise 6.6 g of iron powder. The reaction was exothermic at the beginning, the temperature rising to 90° C. Thereafter the temperature was controlled at 85° C. for 1 hr. The mixture was filtered through celite and washed with acetic acid and methanol. The filtrate and washes were combined and evaporated an... Starting materials: C=CCC1(C)CC(c2cc(F)cc(Cl)c2)C(c2ccc(Cl)cc2)N(C(CC)CO)C1=O, CCS(N)(=O)=O. Product: C=CCC1(C)CC(c2cc(F)cc(Cl)c2)C(c2ccc(Cl)cc2)N(C(CC)CNS(=O)(=O)CC)C1=O. Reaction SMILES: [CH2:1]([CH:2]=[CH2:3])[C:4]1([CH3:31])[C:5](=[O:30])[N:6]([CH:25]([CH2:26][OH:27])[CH2:28][CH3:29])[CH:7]([c:18]2[cH:19][cH:20][c:21]([Cl:24])[cH:22][cH:23]2)[CH:8]([c:10]2[cH:11][c:12]([Cl:17])[cH:13][c:14]([F:16])[cH:15]2)[CH2:9]1.[CH2:32]([CH3:33])[S:34](=[O:35])(=[O:36])[NH2:37]>>[CH2:1]([CH:2]=[CH2:3])[C:4]1([CH3:31])[C:5](=[O:30])[N:6]([CH:25]([CH2:26][NH:37][S:34]([CH2:32][CH3:33])(=[O:35])=[O:36])[CH2:28][CH3:29])[CH:7]([c:18]2[cH:19][cH:20][c:21]([Cl:24])[cH:22][cH:23]2)[CH:8]([c:10]2[cH:11][c:12]([Cl:17])[cH:13][c:14]([F:16])[cH:15]2)[CH2:9]1. Reactants: CNCC(O)c1ccncc1, CCN(C(C)C)C(C)C, Cc1c(CCl)sc2c(=O)c(C(=O)NCc3ccc(Cl)cc3)cn(C)c12, CN(C)C=O, O. The product is Cc1c(CN(C)CC(O)c2ccncc2)sc2c(=O)c(C(=O)NCc3ccc(Cl)cc3)cn(C)c12. RXN SMILES: [CH3:26][NH:27][CH2:28][CH:29]([OH:30])[c:31]1[cH:32][cH:33][n:34][cH:35][cH:36]1.[CH:37]([N:38]([CH:39]([CH3:40])[CH3:41])[CH2:42][CH3:43])([CH3:44])[CH3:45].[Cl:1][c:2]1[cH:3][cH:4][c:5]([CH2:6][NH:7][C:8](=[O:9])[c:10]2[c:11](=[O:23])[c:12]3[c:13]([n:14]([CH3:16])[cH:15]2)[c:17]([CH3:22])[c:18]([CH2:20][Cl:21])[s:19]3)[cH:24][cH:25]1.[O:46]=[CH:47][N:48]([CH3:49])[CH3:50].[OH2:51]>>[Cl:1][c:2]1[cH:3][cH:4][c:5]([CH2:6][NH:7][C:8](=[O:9])[c:10]2[c:11](=[O:23])[c:12]3[c:13]([n:14]([CH3:16])[cH:15]2)[c:17]([CH3:22])[c:18]([CH2:20][N:27]([CH3:26])[CH2:28][CH:29]([OH:30])[c:31]2[cH:32][cH:33][n:34][cH:35][cH:36]2)[s:19]3)[cH:24][cH:25]1. Reactants: COS(=O)(=O)O, [Na+], [OH-], COc1c(Cl)cc(NS(=O)(=O)c2ccc(C)cc2)c(OC)c1[N+](=O)[O-]. Product: COc1c(Cl)cc(N(C)S(=O)(=O)c2ccc(C)cc2)c(OC)c1[N+](=O)[O-]. RXN SMILES: [CH3:1][O:2][S:3](=[O:4])(=[O:5])[OH:6].[Na+:33].[OH-:32].[S:7](=[O:8])(=[O:9])([c:10]1[cH:11][cH:12][c:13]([CH3:14])[cH:15][cH:16]1)[NH:17][c:18]1[c:19]([O:30][CH3:31])[c:20]([N+:27](=[O:28])[O-:29])[c:21]([O:25][CH3:26])[c:22]([Cl:24])[cH:23]1>>[CH3:1][N:17]([S:7](=[O:8])(=[O:9])[c:10]1[cH:11][cH:12][c:13]([CH3:14])[cH:15][cH:16]1)[c:18]1[c:19]([O:30][CH3:31])[c:20]([N+:27](=[O:28])[O-:29])[c:21]([O:25][CH3:26])[c:22]([Cl:24])[cH:23]1.